Dataset: the Open Reaction Database (ORD), a public repository of structured organic reaction records. Task: describe an organic reaction: reactants, conditions, products, and yield Reactants: ClCCCC(=O)NC=1OC=C(N1)C (2(4-Chlorobutyramido)-4-methyloxazole), 5-diazobicyclo[4,3,0]non-5-ene. Run in C1=CC=CC=C1 (benzene), C1=CC=CC=C1 (benzene). Conditions: time 10 minute. Yields the product CC=1N=C(OC1)N1C(CCC1)=O (1-(4-methyloxazol-2-yl)-2-pyrrolidone). The yield is 41.6%. As a reaction SMILES: Cl[CH2:2][CH2:3][CH2:4][C:5]([NH:7][C:8]1[O:9][CH:10]=[C:11]([CH3:13])[N:12]=1)=[O:6]>C1C=CC=CC=1>[CH3:13][C:11]1[N:12]=[C:8]([N:7]2[CH2:2][CH2:3][CH2:4][C:5]2=[O:6])[O:9][CH:10]=1. Procedure details: 2(4-Chlorobutyramido)-4-methyloxazole (2.20 g., 0.018 mol) prepared as described in Example 36 was dissolved with stirring under nitrogen in dry benzene (350 mls.) and 1:5-diazobicyclo[4,3,0]non-5-ene (1.47 g., 0.0118 mol) in dry benzene (50 mls.) was added with stirring over 10 minutes. The mixture was stirred at room temperature, wrapped in foil overnight. The organic layer was washed with water (3 × 100 mls.) dried over magnesium sulphate and evaporated under vacuum. The product was recrystal... Reactants: C1CCOC1, CCO, COC(=O)C=Cc1ccc2c(c1)OCCn1cc(-c3nc(C)nn3C(C)C)nc1-2. Yields the product COC(=O)CCc1ccc2c(c1)OCCn1cc(-c3nc(C)nn3C(C)C)nc1-2. RXN SMILES: [CH2:30]1[O:31][CH2:32][CH2:33][CH2:34]1.[CH3:35][CH2:36][OH:37].[CH:1]([CH3:2])([CH3:3])[n:4]1[n:5][c:6]([CH3:29])[n:7][c:8]1-[c:9]1[n:10][c:11]2[n:12]([cH:28]1)[CH2:13][CH2:14][O:15][c:16]1[c:17]-2[cH:18][cH:19][c:20]([CH:22]=[CH:23][C:24](=[O:25])[O:26][CH3:27])[cH:21]1>>[CH:1]([CH3:2])([CH3:3])[n:4]1[n:5][c:6]([CH3:29])[n:7][c:8]1-[c:9]1[n:10][c:11]2[n:12]([cH:28]1)[CH2:13][CH2:14][O:15][c:16]1[c:17]-2[cH:18][cH:19][c:20]([CH2:22][CH2:23][C:24](=[O:25])[O:26][CH3:27])[cH:21]1. The reactants are CC(=O)O[BH-](OC(C)=O)OC(C)=O, CCNC(=O)Nc1ccc(-c2nc3c(c(N4CCOCC4C)n2)CCNC3)cc1, CN(C)C=O, [Na+], O=CC1CCOCC1. Yields the product CCNC(=O)Nc1ccc(-c2nc3c(c(N4CCOCC4C)n2)CCN(CC2CCOCC2)C3)cc1. As a reaction SMILES: [C:43]([O:44][BH-:45]([O:46][C:47](=[O:48])[CH3:49])[O:50][C:51](=[O:52])[CH3:53])(=[O:54])[CH3:55].[CH2:1]([CH3:2])[NH:3][C:4](=[O:5])[NH:6][c:7]1[cH:8][cH:9][c:10](-[c:13]2[n:14][c:15]([N:23]3[CH:24]([CH3:29])[CH2:25][O:26][CH2:27][CH2:28]3)[c:16]3[c:17]([n:18]2)[CH2:19][NH:20][CH2:21][CH2:22]3)[cH:11][cH:12]1.[CH3:30][N:31]([CH3:32])[CH:33]=[O:34].[Na+:56].[O:35]1[CH2:36][CH2:37][CH:38]([CH:41]=[O:42])[CH2:39][CH2:40]1>>[CH2:1]([CH3:2])[NH:3][C:4](=[O:5])[NH:6][c:7]1[cH:8][cH:9][c:10](-[c:13]2[n:14][c:15]([N:23]3[CH:24]([CH3:29])[CH2:25][O:26][CH2:27][CH2:28]3)[c:16]3[c:17]([n:18]2)[CH2:19][N:20]([CH2:41][CH:38]2[CH2:37][CH2:36][O:35][CH2:40][CH2:39]2)[CH2:21][CH2:22]3)[cH:11][cH:12]1. Reactants: C1CCOC1, C=CCNC(=O)c1ccc(OC(F)(F)F)cc1, CC(C)NC(C)C. Product: CC=CNC(=O)c1ccc(OC(F)(F)F)cc1. Reaction SMILES: [CH2:25]1[O:26][CH2:27][CH2:28][CH2:29]1.[CH2:8]([CH:9]=[CH2:10])[NH:11][C:12]([c:13]1[cH:14][cH:15][c:16]([O:19][C:20]([F:21])([F:22])[F:23])[cH:17][cH:18]1)=[O:24].[CH:1]([NH:2][CH:3]([CH3:4])[CH3:5])([CH3:6])[CH3:7]>>[CH:8](=[CH:9][CH3:10])[NH:11][C:12]([c:13]1[cH:14][cH:15][c:16]([O:19][C:20]([F:21])([F:22])[F:23])[cH:17][cH:18]1)=[O:24]. Starting materials: COC1=CC=C(CC2CN(C(=O)OC(C)(C)C)CCO2)CC1=NO, O=C(O)C(F)(F)F. Product: COC1=CC=C(CC2CNCCO2)CC1=NO. RXN SMILES: [C:1]([O:2][C:3]([CH3:4])([CH3:5])[CH3:6])(=[O:7])[N:8]1[CH2:9][CH:10]([CH2:14][C:15]2=[CH:20][CH:19]=[C:18]([O:21][CH3:22])[C:17](=[N:23][OH:24])[CH2:16]2)[O:11][CH2:12][CH2:13]1.[F:25][C:26]([F:27])([F:28])[C:29]([OH:30])=[O:31]>>[NH:8]1[CH2:9][CH:10]([CH2:14][C:15]2=[CH:20][CH:19]=[C:18]([O:21][CH3:22])[C:17](=[N:23][OH:24])[CH2:16]2)[O:11][CH2:12][CH2:13]1.